Dataset: the Open Reaction Database (ORD), a public repository of structured organic reaction records. Task: describe an organic reaction: reactants, conditions, products, and yield Starting materials: [BH3-]C#N, NC1CCCCN(C(Cc2ccccc2)C(=O)O)C1=O, [Na+], O=C(O)C(=O)CCc1ccccc1. The product is O=C(O)C(CCc1ccccc1)NC1CCCCN(C(Cc2ccccc2)C(=O)O)C1=O. RXN SMILES: [C:34]([BH3-:35])#[N:36].[NH2:1][CH:2]1[C:3](=[O:20])[N:4]([CH:9]([CH2:10][c:11]2[cH:12][cH:13][cH:14][cH:15][cH:16]2)[C:17](=[O:18])[OH:19])[CH2:5][CH2:6][CH2:7][CH2:8]1.[Na+:37].[O:21]=[C:22]([C:23](=[O:24])[OH:25])[CH2:26][CH2:27][c:28]1[cH:29][cH:30][cH:31][cH:32][cH:33]1>>[NH:1]([CH:2]1[C:3](=[O:20])[N:4]([CH:9]([CH2:10][c:11]2[cH:12][cH:13][cH:14][cH:15][cH:16]2)[C:17](=[O:18])[OH:19])[CH2:5][CH2:6][CH2:7][CH2:8]1)[CH:22]([C:23](=[O:24])[OH:25])[CH2:26][CH2:27][c:28]1[cH:29][cH:30][cH:31][cH:32][cH:33]1. Starting materials: C(C)(C)O (isopropyl alcohol), C(CCCCCCCCCCC)OS(=O)(=O)C1=CC=CC=C1.C(C)(C)OC(N)=N (O-isopropyl-isourea dodecylbenzene sulfonate). Product: N#CN (cyanamide), C(CCCCCCCCCCC)C1=C(C=CC=C1)S(=O)(=O)O (dodecylbenzene sulfonic acid). As a reaction SMILES: C([O:13][S:14]([C:17]1[CH:22]=[CH:21][CH:20]=[CH:19][CH:18]=1)(=[O:16])=[O:15])CCCCCCCCCCC.[CH:23](O[C:27](=[NH:29])[NH2:28])([CH3:25])[CH3:24].[CH:30](O)([CH3:32])[CH3:31]>>[N:28]#[C:27][NH2:29].[CH2:24]([C:22]1[CH:21]=[CH:20][CH:19]=[CH:18][C:17]=1[S:14]([OH:13])(=[O:15])=[O:16])[CH2:23][CH2:25][CH2:31][CH2:30][CH2:32][CH2:21][CH2:22][CH2:17][CH2:18][CH2:19][CH3:20] |f:0.1|. Reported procedure: Furthermore, in JP-A-62-22751, it is disclosed that O-isopropyl-isourea dodecylbenzene sulfonate is obtained from isopropyl alcohol, cyanamide and dodecylbenzene sulfonic acid at a yield of 97.6%.